From a dataset of the Open Reaction Database (ORD), a public repository of structured organic reaction records. describe an organic reaction: reactants, conditions, products, and yield Starting materials: O=C([O-])O, CCc1c(Sc2ccccc2)[nH]c(=O)[nH]c1=O, CN(C)C=O, [Na+], Cc1ccccc1S(=O)(=O)OCC1CC=CC1. Product: CCc1c(Sc2ccccc2)n(CC2CC=CC2)c(=O)[nH]c1=O. RXN SMILES: [C:35](=[O:36])([OH:37])[O-:38].[CH2:1]([CH3:2])[c:3]1[c:4](=[O:17])[nH:5][c:6](=[O:16])[nH:7][c:8]1[S:9][c:10]1[cH:11][cH:12][cH:13][cH:14][cH:15]1.[CH3:40][N:41]([CH3:42])[CH:43]=[O:44].[Na+:39].[c:18]1([CH3:19])[c:20]([S:21]([O:22][CH2:28][CH:29]2[CH2:30][CH:31]=[CH:32][CH2:33]2)(=[O:23])=[O:24])[cH:25][cH:26][cH:27][cH:34]1>>[CH2:1]([CH3:2])[c:3]1[c:4](=[O:17])[nH:5][c:6](=[O:16])[n:7]([CH2:28][CH:29]2[CH2:30][CH:31]=[CH:32][CH2:33]2)[c:8]1[S:9][c:10]1[cH:11][cH:12][cH:13][cH:14][cH:15]1. Reactants: S(=O)(=O)(O[O-])[O-].[K+].[K+] (potassium peroxymonosulfate), FC1=CC=C(C[C@H]2CN(CCC2)C(=O)[C@@H]2CSC[C@H]2N[C@H](C)C2=CC=CC=C2)C=C1 ([(S)-3-(4-fluorobenzyl)-piperidin-1-yl]-[(3R,4S)-4-[(R)-1-phenyl-ethylamino]-tetrahydro-thiophen-3-yl]-methanone), O (Water), CC(=O)C (acetone). The solvent is CO (methanol). Run at time 20.5 hour. Yields the product O=S1(C[C@H]([C@@H](C1)N[C@H](C)C1=CC=CC=C1)C(=O)N1C[C@@H](CCC1)CC1=CC=C(C=C1)F)=O ([1,1-dioxo-(3R,4S)-4-[(R)-1-phenyl-ethylamino]-tetrahydrothiophen-3-yl]-[(S)-3-(4-fluorobenzyl)-piperidin-1-yl]-methanone). Isolated yield 72.1%. RXN SMILES: [F:1][C:2]1[CH:30]=[CH:29][C:5]([CH2:6][C@@H:7]2[CH2:12][CH2:11][CH2:10][N:9]([C:13]([C@H:15]3[C@H:19]([NH:20][C@@H:21]([C:23]4[CH:28]=[CH:27][CH:26]=[CH:25][CH:24]=4)[CH3:22])[CH2:18]S[CH2:16]3)=[O:14])[CH2:8]2)=[CH:4][CH:3]=1.CC(C)=O.O.[S:36]([O-:41])(O[O-])(=O)=[O:37].[K+].[K+]>CO>[O:37]=[S:36]1(=[O:41])[CH2:18][C@@H:19]([NH:20][C@@H:21]([C:23]2[CH:24]=[CH:25][CH:26]=[CH:27][CH:28]=2)[CH3:22])[C@H:15]([C:13]([N:9]2[CH2:10][CH2:11][CH2:12][C@@H:7]([CH2:6][C:5]3[CH:29]=[CH:30][C:2]([F:1])=[CH:3][CH:4]=3)[CH2:8]2)=[O:14])[CH2:16]1 |f:3.4.5|. Reported procedure: [(S)-3-(4-fluorobenzyl)-piperidin-1-yl]-[(3R,4S)-4-[(R)-1-phenyl-ethylamino]-tetrahydro-thiophen-3-yl]-methanone (1.02 g, 2.39 mmol) was dissolved in methanol (10 mL) and acetone (10 mL) and stirred on ice. Water (10 mL) was added, and the resulting heterogeneous mixture was treated with potassium peroxymonosulfate (Oxone®, 3.67 g, 5.98 mmol). After 5 min the cooling bath was removed and the mixture was stirred at room temperature. After 20.5 h, the mixture was concentrated and diluted with wate... The reactants are B(Br)(Br)Br (boron tribromide), C(C1=CC=CC=C1)C1=CNN(C1=O)C1=CC=C(C=N1)S(=O)(=O)N(C1CCCC1)CCCOCC1=CC=CC=C1 (6-(4-benzyl-5-oxo-2,5-dihydro-1H-pyrazol-1-yl)-N-[3-(benzyloxy)propyl]-N-cyclopentylpyridine-3-sulfonamide), CO (MeOH). The solvent is C(Cl)Cl (DCM), C(Cl)Cl (DCM). Conditions: time 1 hour. Yields the product C(C1=CC=CC=C1)C1=CNN(C1=O)C1=CC=C(C=N1)S(=O)(=O)N(CCCO)C1CCCC1 (6-(4-benzyl-5-oxo-2,5-dihydro-1H-pyrazol-1-yl)-N-cyclopentyl-N-(3-hydroxypropyl)pyridine-3-sulfonamide). Isolated yield 86.0%. Reaction SMILES: [CH2:1]([C:8]1[C:12](=[O:13])[N:11]([C:14]2[N:19]=[CH:18][C:17]([S:20]([N:23]([CH2:29][CH2:30][CH2:31][O:32]CC3C=CC=CC=3)[CH:24]3[CH2:28][CH2:27][CH2:26][CH2:25]3)(=[O:22])=[O:21])=[CH:16][CH:15]=2)[NH:10][CH:9]=1)[C:2]1[CH:7]=[CH:6][CH:5]=[CH:4][CH:3]=1.B(Br)(Br)Br.CO>C(Cl)Cl>[CH2:1]([C:8]1[C:12](=[O:13])[N:11]([C:14]2[N:19]=[CH:18][C:17]([S:20]([N:23]([CH:24]3[CH2:28][CH2:27][CH2:26][CH2:25]3)[CH2:29][CH2:30][CH2:31][OH:32])(=[O:21])=[O:22])=[CH:16][CH:15]=2)[NH:10][CH:9]=1)[C:2]1[CH:3]=[CH:4][CH:5]=[CH:6][CH:7]=1. Procedure: To a solution of 150 mg (0.27 mmol) of 6-(4-benzyl-5-oxo-2,5-dihydro-1H-pyrazol-1-yl)-N-[3-(benzyloxy)propyl]-N-cyclopentylpyridine-3-sulfonamide in 2 mL of DCM is added dropwise, at −78° C. under argon, 0.82 mL (0.82 mmol) of boron tribromide (1M in DCM). Stirring is continued for 1 hour at −78° C., and 2 mL of MeOH are then added at 0° C. The medium is taken up in 40 mL of DCM, washed successively with saturated NaHCO3 solution (30 mL) and brine (30 mL), dried over Na2SO4 and then concentrated... Starting materials: COC(CNC(=O)NC1=CC(=CC=C1)I)OC (N(2,2-Dimethoxyethyl)-N′-(3-iodophenyl)urea), O (water). Run in C(C)(=O)O (acetic acid). Run at temperature 100 celsius. Yields the product IC=1C=C(C=CC1)N1C(NC=C1)=O (1-(3-Iodophenyl)-1,3-dihydro-2H-imidazol-2-one). Isolated yield 25.7%. Reaction SMILES: CO[CH:3](OC)[CH2:4][NH:5][C:6]([NH:8][C:9]1[CH:14]=[CH:13][CH:12]=[C:11]([I:15])[CH:10]=1)=[O:7].O>C(O)(=O)C>[I:15][C:11]1[CH:10]=[C:9]([N:8]2[CH:3]=[CH:4][NH:5][C:6]2=[O:7])[CH:14]=[CH:13][CH:12]=1. Reported procedure: N(2,2-Dimethoxyethyl)-N′-(3-iodophenyl)urea (618 mg) was dissolved in acetic acid (10 ml) and water (1 ml) and the mixture was stirred at 20° C. for 17 h and then heated to 100° C. for 0.5 h. The solvent was removed under reduced pressure and the residue was dissolved in ethyl acetate. The solution was washed with NaHCO3 solution, dried and purified by chromatography on 10 g silica Bond Elut cartridge eluting with EtOAc-petroleum ether (1:7 to 1:1) to give the title compound (130 mg) LCMS RT=2.6... Run at temperature 100 celsius. The product is COC(=O)N1CC(CC1)(C(=O)C=1C=C2C=CN(C2=CC1)[Si](C(C)C)(C(C)C)C(C)C)C1=CC=CC=C1 (3-phenyl-3-(1-triisopropylsilanyl-1H-indole-5-carbonyl)-pyrrolidine-1-carboxylic acid methyl ester). The reactants are COC(=O)N1CC(CC1)(C1=CC=CC=C1)C(C=1C=C2C=CN(C2=CC1)[Si](C(C)C)(C(C)C)C(C)C)O (3-[hydroxy-(1-triisopropylsilanyl-1H-indol-5-yl)-methyl]-3-phenyl-pyrrolidine-1-carboxylic acid methyl ester). Solvent: C1(=CC=CC=C1)C (toluene). RXN SMILES: [CH3:1][O:2][C:3]([N:5]1[CH2:9][CH2:8][C:7]([CH:16]([OH:36])[C:17]2[CH:18]=[C:19]3[C:23](=[CH:24][CH:25]=2)[N:22]([Si:26]([CH:33]([CH3:35])[CH3:34])([CH:30]([CH3:32])[CH3:31])[CH:27]([CH3:29])[CH3:28])[CH:21]=[CH:20]3)([C:10]2[CH:15]=[CH:14][CH:13]=[CH:12][CH:11]=2)[CH2:6]1)=[O:4]>C1(C)C=CC=CC=1.[O-2].[O-2].[Mn+4]>[CH3:1][O:2][C:3]([N:5]1[CH2:9][CH2:8][C:7]([C:10]2[CH:11]=[CH:12][CH:13]=[CH:14][CH:15]=2)([C:16]([C:17]2[CH:18]=[C:19]3[C:23](=[CH:24][CH:25]=2)[N:22]([Si:26]([CH:30]([CH3:32])[CH3:31])([CH:33]([CH3:34])[CH3:35])[CH:27]([CH3:28])[CH3:29])[CH:21]=[CH:20]3)=[O:36])[CH2:6]1)=[O:4] |f:2.3.4|. The reagents and catalysts are [O-2].[O-2].[Mn+4] (Manganese dioxide). Yield: 109.5%. Procedure: Manganese dioxide (85%, 256 mg, 2.95 mmol) was added to a solution of 3-[hydroxy-(1-triisopropylsilanyl-1H-indol-5-yl)-methyl]-3-phenyl-pyrrolidine-1-carboxylic acid methyl ester (300 mg, 0.59 mmol) in toluene (8 mL). The reaction mixture was heated at 100° C. for 2 hours, then cooled to room temperature and filtered through a celite pad. The filtrate was evaporated under reduced pressure to give 326 mg of 3-phenyl-3-(1-triisopropylsilanyl-1H-indole-5-carbonyl)-pyrrolidine-1-carboxylic acid meth...